The task is: describe an organic reaction: reactants, conditions, products, and yield. This data is from the Open Reaction Database (ORD), a public repository of structured organic reaction records. The reactants are C(C)(C)(C)C1=CC=C(C=C1)S(=O)(=O)N(C=1C=C2C=CC=NC2=CC1)CC(=O)O ([(4-tert-butyl-benzenesulfonyl)-quinolin-6-yl-amino]-acetic acid), C(C)NCC1=NC(=CC=C1)C (ethyl-(6-methyl-pyridin-2-ylmethyl)-amine). Yields the product C(C)(C)(C)C1=CC=C(C=C1)S(=O)(=O)N(CC(=O)N(CC1=NC(=CC=C1)C)CC)C=1C=C2C=CC=NC2=CC1 (2-[(4-tert-Butyl-benzenesulfonyl)-quinolin-6-yl-amino]-N-ethyl-N-(6-methyl-pyridin-2-ylmethyl)-acetamide). As a reaction SMILES: [C:1]([C:5]1[CH:10]=[CH:9][C:8]([S:11]([N:14]([CH2:25][C:26](O)=[O:27])[C:15]2[CH:16]=[C:17]3[C:22](=[CH:23][CH:24]=2)[N:21]=[CH:20][CH:19]=[CH:18]3)(=[O:13])=[O:12])=[CH:7][CH:6]=1)([CH3:4])([CH3:3])[CH3:2].[CH2:29]([NH:31][CH2:32][C:33]1[CH:38]=[CH:37][CH:36]=[C:35]([CH3:39])[N:34]=1)[CH3:30]>>[C:1]([C:5]1[CH:10]=[CH:9][C:8]([S:11]([N:14]([C:15]2[CH:16]=[C:17]3[C:22](=[CH:23][CH:24]=2)[N:21]=[CH:20][CH:19]=[CH:18]3)[CH2:25][C:26]([N:31]([CH2:29][CH3:30])[CH2:32][C:33]2[CH:38]=[CH:37][CH:36]=[C:35]([CH3:39])[N:34]=2)=[O:27])(=[O:12])=[O:13])=[CH:7][CH:6]=1)([CH3:2])([CH3:3])[CH3:4]. Reported procedure: prepared by reaction of [(4-tert-butyl-benzenesulfonyl)-quinolin-6-yl-amino]-acetic acid with ethyl-(6-methyl-pyridin-2-ylmethyl)-amine